From a dataset of the Open Reaction Database (ORD), a public repository of structured organic reaction records. describe an organic reaction: reactants, conditions, products, and yield The reactants are COC(=O)[C@H]1N(CC[C@H]1O)C(=O)OC(C)(C)C ((2S,3R)-N-tert-Butyloxycarbonyl-3-hydroxy-2-pyrrolidinecarboxylic acid methyl ester), C(C)(C)(C)OC(=O)N1[C@@H]([C@H](CC1)O[Si](C)(C)C(C)(C)C)CO ((2R,3S)-N-tert-Butyloxycarbonyl-3-(tert-butyldimethylsilanyloxy)-2-hydroxymethylpyrrolidine), O[C@@H]1[C@H]2CN(S(N2CC1)(=O)=O)C1=C(C(=C(C#N)C=C1)Cl)C (4-[(3aR,4S)-4-Hydroxy-1,1-dioxohexahydrothia-2,6a-diazapentalen-2-yl]-2-chloro-3-methylbenzonitrile). The product is ClC1=C(C#N)C=CC(=C1C)N1S(N2CC[C@H]([C@H]2C1)O)(=O)=O (2-Chloro-4-[(3aR,4R)-4-hydroxy-1,1-dioxohexahydrothia-2,6a-diazapentalen-2-yl]-3-methylbenzonitrile). RXN SMILES: COC([C@@H]1[C@H](O)CCN1C(OC(C)(C)C)=O)=O.C(OC(N1CC[C@H](O[Si](C(C)(C)C)(C)C)[C@H]1CO)=O)(C)(C)C.[OH:40][C@H:41]1[CH2:48][CH2:47][N:46]2[C@@H:42]1[CH2:43][N:44]([C:51]1[CH:58]=[CH:57][C:54]([C:55]#[N:56])=[C:53]([Cl:59])[C:52]=1[CH3:60])[S:45]2(=[O:50])=[O:49]>>[Cl:59][C:53]1[C:52]([CH3:60])=[C:51]([N:44]2[CH2:43][C@H:42]3[N:46]([CH2:47][CH2:48][C@H:41]3[OH:40])[S:45]2(=[O:49])=[O:50])[CH:58]=[CH:57][C:54]=1[C:55]#[N:56]. Reported procedure: The title compound was prepared from (2S,3R)-N-tert-Butyloxycarbonyl-3-hydroxy-2-pyrrolidinecarboxylic acid methyl ester by procedures analogous to those described in Example 7 (7A to 7F). HRMS (ES) m/z 328.0528 [M+1]+. Starting materials: NC=1C=NC(=C(C#N)C1)Cl (5-amino-2-chloronicotinonitrile), COC1OC(CC1)OC (2,5-dimethoxytetrahydrofuran). Run in C(C)(=O)OC(C)=O (acetic anhydride). Reaction conditions: time 2 hour. The product is ClC1=C(C#N)C=C(C=N1)N1C=CC=C1 (2-chloro-5-(1-pyrrolyl)nicotinonitrile). The yield is 78.4%. As a reaction SMILES: [NH2:1][C:2]1[CH:3]=[N:4][C:5]([Cl:10])=[C:6]([CH:9]=1)[C:7]#[N:8].CO[CH:13]1[CH2:17][CH2:16][CH:15](OC)O1>C(OC(=O)C)(=O)C>[Cl:10][C:5]1[N:4]=[CH:3][C:2]([N:1]2[CH:13]=[CH:17][CH:16]=[CH:15]2)=[CH:9][C:6]=1[C:7]#[N:8]. Procedure details: A solution of 5-amino-2-chloronicotinonitrile (5.0 g, 0.033 m), 2,5-dimethoxytetrahydrofuran (11 g, 0.085 m) and acetic anhydride (20 ml) was heated at reflux with stirring. After two hours, the solution was concentrated to dryness under reduced pressure (20 mm). The residue was triturated with CCl4 and filtered to yield 5.2 g (78% yield) of 2-chloro-5-(1-pyrrolyl)nicotinonitrile, m.p.=144°-146°. Starting materials: Nc1ccc(F)c(Br)c1, O=C([O-])[O-], CCB(CC)c1cccnc1, COCCOC, [K+], [K+], O, c1ccc(P(c2ccccc2)(c2ccccc2)[Pd](P(c2ccccc2)(c2ccccc2)c2ccccc2)(P(c2ccccc2)(c2ccccc2)c2ccccc2)P(c2ccccc2)(c2ccccc2)c2ccccc2)cc1. Product: Nc1ccc(F)c(-c2cccnc2)c1. As a reaction SMILES: [Br:1][c:2]1[cH:3][c:4]([NH2:9])[cH:5][cH:6][c:7]1[F:8].[C:21](=[O:22])([O-:23])[O-:24].[CH2:10]([B:11]([CH2:12][CH3:19])[c:13]1[cH:14][n:15][cH:16][cH:17][cH:18]1)[CH3:20].[CH3:27][O:28][CH2:29][CH2:30][O:31][CH3:32].[K+:25].[K+:26].[OH2:33].[cH:34]1[cH:35][cH:36][c:37]([P:38]([Pd:39]([P:40]([c:41]2[cH:42][cH:43][cH:44][cH:45][cH:46]2)([c:47]2[cH:48][cH:49][cH:50][cH:51][cH:52]2)[c:53]2[cH:54][cH:55][cH:56][cH:57][cH:58]2)([P:59]([c:60]2[cH:61][cH:62][cH:63][cH:64][cH:65]2)([c:66]2[cH:67][cH:68][cH:69][cH:70][cH:71]2)[c:72]2[cH:73][cH:74][cH:75][cH:76][cH:77]2)[P:78]([c:79]2[cH:80][cH:81][cH:82][cH:83][cH:84]2)([c:85]2[cH:86][cH:87][cH:88][cH:89][cH:90]2)[c:91]2[cH:92][cH:93][cH:94][cH:95][cH:96]2)([c:97]2[cH:98][cH:99][cH:100][cH:101][cH:102]2)[c:103]2[cH:104][cH:105][cH:106][cH:107][cH:108]2)[cH:109][cH:110]1>>[c:2]1(-[c:13]2[cH:14][n:15][cH:16][cH:17][cH:18]2)[cH:3][c:4]([NH2:9])[cH:5][cH:6][c:7]1[F:8]. Procedure: To a solution of (S)-ethyl 2-((3R,5R,6S)-3-(2-tert-butoxy-2-oxoethyl)-5-(3-chlorophenyl)-6-(4-chlorophenyl)-2-oxopiperidin-1-yl)butanoate (1.94 g, 3.54 mmol, Example 21, Step A) in Et2O (35.4 mL) was added 90% lithium borohydride (0.154 g, 7.07 mmol) at 0° C. After being stirred at 0° C. for 30 min, the reaction was quenched (ice cold 10% citric acid), extracted (2×EtOAc) and washed (sat. aq. NaCl solution). The combined organic layers were washed with sat. NaCl solution, dried over Na2SO4, filt... Conditions: temperature 0 celsius, time 30 minute. Run in CCOCC (Et2O). Product: ClC=1C=C(C=CC1)[C@H]1C[C@@H](C(N([C@@H]1C1=CC=C(C=C1)Cl)[C@H](CO)CC)=O)CC(=O)OC(C)(C)C (tert-butyl 2-((3R,5R,6S)-5-(3-chlorophenyl)-6-(4-chlorophenyl)-1-((S)-1-hydroxybutan-2-yl)-2-oxopiperidin-3-yl)acetate). RXN SMILES: [C:1]([O:5][C:6](=[O:37])[CH2:7][C@H:8]1[CH2:13][C@H:12]([C:14]2[CH:19]=[CH:18][CH:17]=[C:16]([Cl:20])[CH:15]=2)[C@@H:11]([C:21]2[CH:26]=[CH:25][C:24]([Cl:27])=[CH:23][CH:22]=2)[N:10]([C@@H:28]([CH2:34][CH3:35])[C:29](OCC)=[O:30])[C:9]1=[O:36])([CH3:4])([CH3:3])[CH3:2].[BH4-].[Li+]>CCOCC>[Cl:20][C:16]1[CH:15]=[C:14]([C@@H:12]2[C@@H:11]([C:21]3[CH:26]=[CH:25][C:24]([Cl:27])=[CH:23][CH:22]=3)[N:10]([C@@H:28]([CH2:34][CH3:35])[CH2:29][OH:30])[C:9](=[O:36])[C@@H:8]([CH2:7][C:6]([O:5][C:1]([CH3:2])([CH3:4])[CH3:3])=[O:37])[CH2:13]2)[CH:19]=[CH:18][CH:17]=1 |f:1.2|. Starting materials: C(C)(C)(C)OC(C[C@@H]1C(N([C@@H]([C@H](C1)C1=CC(=CC=C1)Cl)C1=CC=C(C=C1)Cl)[C@H](C(=O)OCC)CC)=O)=O ((S)-ethyl 2-((3R,5R,6S)-3-(2-tert-butoxy-2-oxoethyl)-5-(3-chlorophenyl)-6-(4-chlorophenyl)-2-oxopiperidin-1-yl)butanoate), [BH4-].[Li+] (lithium borohydride).